From a dataset of the Open Reaction Database (ORD), a public repository of structured organic reaction records. describe an organic reaction: reactants, conditions, products, and yield The reactants are BrC1=CC=C(C=C1)C1=NN(C2=C1CC=1SC=CC21)COCC[Si](C)(C)C (6-(4-Bromo-phenyl)-4-(2-trimethylsilanyl-ethoxymethyl)-4,7-dihydro-1-thia-4,5-diaza-cyclopenta[a]pentalene), FC1=CC=C(C=C1)N (4-Fluoro-phenylamine), C(=O)([O-])[O-].[Cs+].[Cs+] (Cs2CO3), CC1(C2=C(C(=CC=C2)P(C3=CC=CC=C3)C4=CC=CC=C4)OC5=C(C=CC=C51)P(C6=CC=CC=C6)C7=CC=CC=C7)C (Xantphos). The reagents and catalysts are CC(=O)[O-].CC(=O)[O-].[Pd+2] (Pd(OAc)2). The solvent is O1CCOCC1 (dioxane). Conditions: temperature 100 celsius. The product is FC1=CC=C(C=C1)NC1=CC=C(C=C1)C1=NN(C2=C1CC=1SC=CC21)COCC[Si](C)(C)C ((4-Fluoro-phenyl)-{4-[4-(2-trimethylsilanyl-ethoxymethyl)-4,7-dihydro-1-thia-4,5-diaza-cyclopenta[a]pentalen-6-yl]-phenyl}-amine). Yield: 69.0%. Reaction SMILES: Br[C:2]1[CH:7]=[CH:6][C:5]([C:8]2[C:12]3[CH2:13][C:14]4[S:15][CH:16]=[CH:17][C:18]=4[C:11]=3[N:10]([CH2:19][O:20][CH2:21][CH2:22][Si:23]([CH3:26])([CH3:25])[CH3:24])[N:9]=2)=[CH:4][CH:3]=1.[F:27][C:28]1[CH:33]=[CH:32][C:31]([NH2:34])=[CH:30][CH:29]=1.C([O-])([O-])=O.[Cs+].[Cs+].CC1(C)C2C(=C(P(C3C=CC=CC=3)C3C=CC=CC=3)C=CC=2)OC2C(P(C3C=CC=CC=3)C3C=CC=CC=3)=CC=CC1=2>O1CCOCC1.CC([O-])=O.CC([O-])=O.[Pd+2]>[F:27][C:28]1[CH:33]=[CH:32][C:31]([NH:34][C:2]2[CH:7]=[CH:6][C:5]([C:8]3[C:12]4[CH2:13][C:14]5[S:15][CH:16]=[CH:17][C:18]=5[C:11]=4[N:10]([CH2:19][O:20][CH2:21][CH2:22][Si:23]([CH3:26])([CH3:25])[CH3:24])[N:9]=3)=[CH:4][CH:3]=2)=[CH:30][CH:29]=1 |f:2.3.4,7.8.9|. Procedure details: A mixture of the corresponding intermediate 6-(4-Bromo-phenyl)-4-(2-trimethylsilanyl-ethoxymethyl)-4,7-dihydro-1-thia-4,5-diaza-cyclopenta[a]pentalene (0.45 g, 1.0 mmol), 4-Fluoro-phenylamine (0.27 g, 2.5 mmol), Cs2CO3 (2 M, 3.0 Xantphos (58 mg, 0.1 mmol) and Pd(OAc)2 (22 mg, 0.1 mmol) in dioxane (5 mL) was heated at 100° C. for 8 hr. The solution was cooled to room temperature and extracted with ethyl acetate. The target product was purified by gravity column chromatography (20% EtOAc in hexane... Run at time 44 hour. Product: COS(=O)(=O)[O-].C[S+](C(C1=CC=CC=C1)C=C)C (Dimethyl (vinylbenzyl) sulfonium methylsulfate). Procedure details: Methyl (vinylbenzyl) sulfide (13.59 g, 8.25×10−2 mol), benzene (45 ml), and dimethyl sulfate (8.9 ml, 9.4×10−2 mol) were combined in a 100 ml round bottomed flask equipped with a nitrogen inlet. The mixture was allowed to stir at room temperature for 44 hours, at which point two layers were present. Water (20 ml) was added and the top (benzene) layer was removed by pipette. The aqueous layer was extracted three times with 30 ml of diethyl ether and a vigorous stream of nitrogen was bubbled throu... The solvent is O (Water). Starting materials: C(=C)C(C1=CC=CC=C1)SC (Methyl (vinylbenzyl) sulfide), C1=CC=CC=C1 (benzene), S(=O)(=O)(OC)OC (dimethyl sulfate). RXN SMILES: [CH:1]([CH:3]([S:10][CH3:11])[C:4]1[CH:9]=[CH:8][CH:7]=[CH:6][CH:5]=1)=[CH2:2].[CH:12]1C=CC=CC=1.[S:18]([O:23]C)([O:21][CH3:22])(=[O:20])=[O:19]>O>[CH3:22][O:21][S:18]([O-:23])(=[O:20])=[O:19].[CH3:11][S+:10]([CH3:12])[CH:3]([CH:1]=[CH2:2])[C:4]1[CH:9]=[CH:8][CH:7]=[CH:6][CH:5]=1 |f:4.5|.